From a dataset of the Open Reaction Database (ORD), a public repository of structured organic reaction records. describe an organic reaction: reactants, conditions, products, and yield Starting materials: C1CCOC1, COC(=O)Cc1ccc(CNc2cccc(-c3c(-c4ccccc4)nnc4c(C)cccc34)c2)cc1, CC(=O)O, CO, [Li+], [OH-], O, O. Product: Cc1cccc2c(-c3cccc(NCc4ccc(CC(=O)O)cc4)c3)c(-c3ccccc3)nnc12. RXN SMILES: [CH2:44]1[O:45][CH2:46][CH2:47][CH2:48]1.[CH3:1][O:2][C:3]([CH2:4][c:5]1[cH:6][cH:7][c:8]([CH2:11][NH:12][c:13]2[cH:14][c:15](-[c:19]3[c:20](-[c:30]4[cH:31][cH:32][cH:33][cH:34][cH:35]4)[n:21][n:22][c:23]4[c:24]([CH3:29])[cH:25][cH:26][cH:27][c:28]34)[cH:16][cH:17][cH:18]2)[cH:9][cH:10]1)=[O:36].[CH3:40][C:41](=[O:42])[OH:43].[CH3:49][OH:50].[Li+:39].[OH-:38].[OH2:37].[OH2:51]>>[O:2]=[C:3]([CH2:4][c:5]1[cH:6][cH:7][c:8]([CH2:11][NH:12][c:13]2[cH:14][c:15](-[c:19]3[c:20](-[c:30]4[cH:31][cH:32][cH:33][cH:34][cH:35]4)[n:21][n:22][c:23]4[c:24]([CH3:29])[cH:25][cH:26][cH:27][c:28]34)[cH:16][cH:17][cH:18]2)[cH:9][cH:10]1)[OH:36]. Reactants: C(C)C=1C=C(C(=O)CCC(=O)O)C=CC1CC (3-(3',4'-Diethylbenzoyl) propanoic acid), C(C)C1=C(C=CC=C1)CC (1,2-diethyl benzene), C1(CCC(=O)O1)=O (succinic anhydride), 59g, polyphosphoric acid, C(C)C=1C=C(C=CC1CC)CCCC(=O)O (4-(3',4'-diethylphenyl) butanoic acid). Run at temperature 80 celsius, time 30 minute. The product is C(C)C=1C=C2CCCC(C2=CC1CC)=O (6,7-diethyl-1-tetralone). The yield is 89.0%. As a reaction SMILES: [CH2:1]([C:3]1[CH:4]=[C:5]([CH:13]=[CH:14][C:15]=1[CH2:16][CH3:17])[C:6]([CH2:8][CH2:9][C:10](O)=O)=[O:7])[CH3:2].C(C1C=CC=CC=1CC)C.C1(=O)OC(=O)CC1.C(C1C=C(CCCC(O)=O)C=CC=1CC)C>>[CH2:16]([C:15]1[CH:14]=[C:13]2[C:5](=[CH:4][C:3]=1[CH2:1][CH3:2])[C:6](=[O:7])[CH2:8][CH2:9][CH2:10]2)[CH3:17]. Procedure details: 3-(3',4'-Diethylbenzoyl) propanoic acid (m.p. 93° C, prepared by the acylation of 1,2-diethyl benzene with succinic anhydride) was catalytically reduced to 4-(3',4'-diethylphenyl) butanoic acid (b.p.0.7 143°-147° C). A mixture of this acid (59g; 0.27 mole) and 85% polyphosphoric acid (450g) was warmed to 80° C with stirring for 30 mins. and worked up as in example 8(a) to yield 48.30g (89%) of 6,7-diethyl-1-tetralone, b.p.0.7 118°-122° C. (Found; C, 82.95; H, 9.21; C14H18O requires; C, 83.12; H,... Starting materials: Cc1ccccc1-c1ncc(NC(=O)OCc2ccccc2)c(=O)n1CC(=O)O, NC(Cc1ccccc1)C(O)C(F)(F)F, CN(C)C=O, On1nnc2ccccc21. The product is Cc1ccccc1-c1ncc(NC(=O)OCc2ccccc2)c(=O)n1CC(=O)NC(Cc1ccccc1)C(O)C(F)(F)F. Reaction SMILES: [CH2:1]([c:2]1[cH:3][cH:4][cH:5][cH:6][cH:7]1)[O:8][C:9](=[O:10])[NH:11][c:12]1[cH:13][n:14][c:15](-[c:23]2[c:24]([CH3:29])[cH:25][cH:26][cH:27][cH:28]2)[n:16]([CH2:19][C:20](=[O:21])[OH:22])[c:17]1=[O:18].[NH2:30][CH:31]([CH:32]([C:33]([F:34])([F:35])[F:36])[OH:37])[CH2:38][c:39]1[cH:40][cH:41][cH:42][cH:43][cH:44]1.[O:55]=[CH:56][N:57]([CH3:58])[CH3:59].[OH:45][n:46]1[c:47]2[c:48]([cH:49][cH:50][cH:51][cH:52]2)[n:53][n:54]1>>[CH2:1]([c:2]1[cH:3][cH:4][cH:5][cH:6][cH:7]1)[O:8][C:9](=[O:10])[NH:11][c:12]1[cH:13][n:14][c:15](-[c:23]2[c:24]([CH3:29])[cH:25][cH:26][cH:27][cH:28]2)[n:16]([CH2:19][C:20](=[O:21])[NH:30][CH:31]([CH:32]([C:33]([F:34])([F:35])[F:36])[OH:37])[CH2:38][c:39]2[cH:40][cH:41][cH:42][cH:43][cH:44]2)[c:17]1=[O:18]. The reactants are C1(CC1)C(=O)O (cyclopropanecarboxylic acid), TEA, Cl.C1(=CC=CC=C1)C1=NC(=C2N1CCNC2)C(=O)NC2C1(CCC(C2(C)C)C1)C (3-Phenyl-N-(1,3,3-trimethylbicyclo[2.2.1]heptan-2-yl)-5,6,7,8-tetrahydro-imidazo[1,5-a]pyrazine-1-carboxamide HCl), CCN=C=NCCCN(C)C (EDCI), C=1C=CC2=C(C1)N=NN2O (HOBt). The solvent is CN(C)C=O (DMF). Reaction conditions: time 40 minute. Yields the product C1(CC1)C(=O)N1CC=2N(CC1)C(=NC2C(=O)NC2C1(CCC(C2(C)C)C1)C)C1=CC=CC=C1 (7-(cyclopropanecarbonyl)-3-phenyl-N-(1,3,3-trimethyl-bicyclo[2.2.1]heptan-2-yl)-5,6,7,8-tetrahydroimidazo[1,5-a]pyrazine-1-carboxamide). RXN SMILES: [CH:1]1([C:4]([OH:6])=O)[CH2:3][CH2:2]1.CCN=C=NCCCN(C)C.C1C=CC2N(O)N=NC=2C=1.Cl.[C:29]1([C:35]2[N:39]3[CH2:40][CH2:41][NH:42][CH2:43][C:38]3=[C:37]([C:44]([NH:46][CH:47]3[C:52]([CH3:54])([CH3:53])[CH:51]4[CH2:55][C:48]3([CH3:56])[CH2:49][CH2:50]4)=[O:45])[N:36]=2)[CH:34]=[CH:33][CH:32]=[CH:31][CH:30]=1>CN(C=O)C>[CH:1]1([C:4]([N:42]2[CH2:41][CH2:40][N:39]3[C:35]([C:29]4[CH:34]=[CH:33][CH:32]=[CH:31][CH:30]=4)=[N:36][C:37]([C:44]([NH:46][CH:47]4[C:52]([CH3:53])([CH3:54])[CH:51]5[CH2:55][C:48]4([CH3:56])[CH2:49][CH2:50]5)=[O:45])=[C:38]3[CH2:43]2)=[O:6])[CH2:3][CH2:2]1 |f:3.4|. Procedure: To a solution of cyclopropanecarboxylic acid (1.2 eq.) in anhydrous DMF (2 mL) was distributed EDCI (1.6 eq.), HOBt (1.3 eq.) and TEA (5 eq.). The vial was sealed and stirred for 40 minutes at room temperature. Compound 39 (1 eq. in 1 mL of anhydrous DMF) was added to the vial which was then sealed and stirred overnight at room temperature. The solvent was removed by centrifugal evaporation under reduced pressure. The residue was dissolved in DCM (2 mL), and washed sequentially with 10% K2CO3 so... Reactants: BrC1=C(N=CN1C)C1=NC=CC(=C1)C#N (2-(5-bromo-1-methyl-1H-imidazol-4-yl)pyridine-4-carbonitrile), ClC=1C=C(C=CC1Cl)B(O)O (3,4-dichlorophenylboronic acid). Yields the product ClC=1C=C(C=CC1Cl)C1=C(N=CN1C)C1=NC=CC(=C1)C#N (2-[5-(3,4-dichlorophenyl)-1-methyl-1H-imidazol-4-yl]pyridine-4-carbonitrile). Reaction SMILES: Br[C:2]1[N:6]([CH3:7])[CH:5]=[N:4][C:3]=1[C:8]1[CH:13]=[C:12]([C:14]#[N:15])[CH:11]=[CH:10][N:9]=1.[Cl:16][C:17]1[CH:18]=[C:19](B(O)O)[CH:20]=[CH:21][C:22]=1[Cl:23]>>[Cl:16][C:17]1[CH:18]=[C:19]([C:2]2[N:6]([CH3:7])[CH:5]=[N:4][C:3]=2[C:8]2[CH:13]=[C:12]([C:14]#[N:15])[CH:11]=[CH:10][N:9]=2)[CH:20]=[CH:21][C:22]=1[Cl:23]. Reported procedure: The title compound was prepared from 2-(5-bromo-1-methyl-1H-imidazol-4-yl)pyridine-4-carbonitrile and 3,4-dichlorophenylboronic acid according to the procedure for the preparation of Example 3, part A. [M+H] Calc'd for C16H10Cl2N4, 330. Found, 329, 331. Starting materials: BrC=1CC2=CC=CC=C2C1 (2-bromo-indene), [Mg] (magnesium), BrC1(CCCCC1)C (bromo-methyl-cyclohexane), BrC1(CCCCC1)C (bromo-methyl-cyclohexane). The reagents and catalysts are Cl[Ni]1([P](CCC[P](C2=CC=CC=C2)1C3=CC=CC=C3)(C4=CC=CC=C4)C5=CC=CC=C5)Cl (NiCl2(dppp)). Run in CCOCC (ether), CCOCC (ether), CCOCC (ether). Conditions: time 1 hour. Yields the product C1(CCCCC1)CC=1CC2=CC=CC=C2C1 (2-(cyclohexylmethyl)indene). RXN SMILES: [Mg].Br[C:3]1([CH3:9])[CH2:8][CH2:7][CH2:6][CH2:5][CH2:4]1.Br[C:11]1[CH2:12][C:13]2[C:18]([CH:19]=1)=[CH:17][CH:16]=[CH:15][CH:14]=2>CCOCC.Cl[Ni]1(Cl)[P](C2C=CC=CC=2)(C2C=CC=CC=2)CCC[P]1(C1C=CC=CC=1)C1C=CC=CC=1>[CH:3]1([CH2:9][C:11]2[CH2:19][C:18]3[C:13]([CH:12]=2)=[CH:14][CH:15]=[CH:16][CH:17]=3)[CH2:8][CH2:7][CH2:6][CH2:5][CH2:4]1 |^1:27,43|. Procedure details: To a suspension of freshly ground magnesium turnings (0.40 g, 16 mmol) in 100 mL of ether was added about 20 percent of a 100 ml ether solution containing 2.5 g (14 mmol) of bromo-methyl-cyclohexane. The reaction was heated to reflux and the remaining bromo-methyl-cyclohexane solution added over one hour. After 1 hour, an additional 150 mg of freshly ground Mg was added and after 5 hours, the mixture was cooled to room temperature. The Grignard solution was added over one hour to a mixture of 2....